The task is: describe an organic reaction: reactants, conditions, products, and yield. This data is from the Open Reaction Database (ORD), a public repository of structured organic reaction records. The reactants are Cl.NC=1C2=C(NS(N1)(=O)=O)C=CC=C2OC[C@@H]2[NH2+]CCCC2 ((R)-2-(((4-amino-2,2-dioxido-1H-benzo[c][1,2,6]thiadiazin-5-yl)oxy)methyl)piperidinium hydrochloride), N1=C(N=CC=C1)CC(=O)O (2-(pyrimidin-2-yl)acetic acid). Yields the product NC=1C2=C(NS(N1)(=O)=O)C=CC=C2OC[C@@H]2N(CCCC2)C(CC2=NC=CC=N2)=O ((R)-1-(2-(((4-amino-2,2-dioxido-1H-benzo[c][1,2,6]thiadiazin-5-yl)oxy)methyl)piperidin-1-yl)-2-(pyrimidin-2-yl)ethanone). As a reaction SMILES: Cl.[NH2:2][C:3]1[C:4]2[C:14]([O:15][CH2:16][C@H:17]3[CH2:22][CH2:21][CH2:20][CH2:19][NH2+:18]3)=[CH:13][CH:12]=[CH:11][C:5]=2[NH:6][S:7](=[O:10])(=[O:9])[N:8]=1.[N:23]1[CH:28]=[CH:27][CH:26]=[N:25][C:24]=1[CH2:29][C:30](O)=[O:31]>>[NH2:2][C:3]1[C:4]2[C:14]([O:15][CH2:16][C@H:17]3[CH2:22][CH2:21][CH2:20][CH2:19][N:18]3[C:30](=[O:31])[CH2:29][C:24]3[N:25]=[CH:26][CH:27]=[CH:28][N:23]=3)=[CH:13][CH:12]=[CH:11][C:5]=2[NH:6][S:7](=[O:9])(=[O:10])[N:8]=1 |f:0.1|. Reported procedure: Prepared as in Example 15 from (R)-2-(((4-amino-2,2-dioxido-1H-benzo[c][1,2,6]thiadiazin-5-yl)oxy)methyl)piperidinium hydrochloride (Example 15a) and 2-(pyrimidin-2-yl)acetic acid (Example 31a) (36% yield). 1H NMR (400 MHz, DMSO-d6) δ 1.25 (m, 1H), 1.47-1.67 (m, 4H), 1.76 (m, 1H), 3.16 (t, 1H, J=12.6 Hz), 2.77-4.20 (m, 3H), 4.27-4.72 (m, 2H), 5.13 (m, 1H), 6.57 (d, 1H, J=8.2 Hz), 6.78 (br d, 1H, J=7.6 Hz), 7.35 (t, 1H, J=5.0 Hz), 7.40 (br t, 1H, J=8.2 Hz), 7.71 (br s, 1H), 7.91 (br s, 1H), 8.71 ... The product is PC12CC3CC(CC(C3)C1)C2. Reaction SMILES: [Al+3:2].[C:9]12([P:19](=[O:20])([OH:21])[OH:22])[CH2:10][CH:11]3[CH2:12][CH:13]([CH2:14][CH:15]([CH2:16]1)[CH2:17]3)[CH2:18]2.[CH2:24]1[O:25][CH2:26][CH2:27][CH2:28]1.[Cl-:7].[Cl-:8].[ClH:23].[H-:1].[H-:4].[H-:5].[H-:6].[Li+:3]>>[C:9]12([PH2:19])[CH2:10][CH:11]3[CH2:12][CH:13]([CH2:14][CH:15]([CH2:16]1)[CH2:17]3)[CH2:18]2. Starting materials: [Al+3], O=P(O)(O)C12CC3CC(CC(C3)C1)C2, C1CCOC1, [Cl-], [Cl-], Cl, [H-], [H-], [H-], [H-], [Li+].